From a dataset of the Open Reaction Database (ORD), a public repository of structured organic reaction records. describe an organic reaction: reactants, conditions, products, and yield Reactants: C(C)OC1=CC=C(C=C1)NC1=NC(=NC=C1F)NC1=CC2=C(C=C1)OCCO2 (N4-(4-ethyloxyphenyl)-N2-(3,4-ethylenedioxyphenyl)-5-fluoro-2,4-pyrimidinediamine), ClC1=NC=C(C(=N1)NC1=CC=C(C=C1)OCCCC)F (2-chloro-N4-(4-n-butyloxyphenyl)-5-fluoro-4-pyrimidineamine), C1OC=2C=C(N)C=CC2OC1 (3,4-ethylenedioxyaniline). Product: C(CCC)OC1=CC=C(C=C1)NC1=CC(=NC=C1F)NC1=CC2=C(C=C1)OCCO2 (N4-(4-n-butyloxyphenyl)-N2-(3,4-ethylenedioxyphenyl)-5-fluoro-2,4-pyridinediamine). RXN SMILES: [CH2:1]([O:3][C:4]1[CH:9]=[CH:8][C:7]([NH:10][C:11]2[C:16]([F:17])=[CH:15][N:14]=[C:13]([NH:18][C:19]3[CH:24]=[CH:23][C:22]4[O:25][CH2:26][CH2:27][O:28][C:21]=4[CH:20]=3)N=2)=[CH:6][CH:5]=1)[CH3:2].ClC1N=C(NC2C=CC(OCCCC)=CC=2)[C:33](F)=[CH:32]N=1.[CH2:49]1COC2C=CC(N)=CC=2O1>>[CH2:1]([O:3][C:4]1[CH:9]=[CH:8][C:7]([NH:10][C:11]2[C:16]([F:17])=[CH:15][N:14]=[C:13]([NH:18][C:19]3[CH:24]=[CH:23][C:22]4[O:25][CH2:26][CH2:27][O:28][C:21]=4[CH:20]=3)[CH:49]=2)=[CH:6][CH:5]=1)[CH2:2][CH2:32][CH3:33]. Procedure details: In like manner to the preparartion of N4-(4-ethyloxyphenyl)-N2-(3,4-ethylenedioxyphenyl)-5-fluoro-2,4-pyrimidinediamine, the reaction of 2-chloro-N4-(4-n-butyloxyphenyl)-5-fluoro-4-pyrimidineamine with 3,4-ethylenedioxyaniline gave N4-(4-n-butyloxyphenyl)-N2-(3,4-ethylenedioxyphenyl)-5-fluoro-2,4-pyridinediamine. The crude product was purified by chromatography (2:1 CHCl3/EtOAc); (0.17 g, 52%) as a tan solid: Rf0.51 (4:1 CHCl3/EtOAc); mp 149.6–151.4° C. (DSC); 1H NMR (300 MHz, CDCl3) δ 7.88 (d, ... Reactants: [Al+3], ClCCl, COc1ccc(OC)cc1, [Cl-], [Cl-], [Cl-], Cl, O=C1OC(=O)c2ccccc21. The product is COc1ccc(OC)c(C(=O)c2ccccc2C(=O)O)c1. As a reaction SMILES: [Al+3:13].[CH2:27]([Cl:28])[Cl:29].[CH3:16][O:17][c:18]1[cH:19][cH:20][c:21]([O:24][CH3:25])[cH:22][cH:23]1.[Cl-:12].[Cl-:14].[Cl-:15].[ClH:26].[O:1]=[C:2]1[O:3][C:4](=[O:5])[c:6]2[cH:7][cH:8][cH:9][cH:10][c:11]21>>[O:1]=[C:2]([OH:3])[c:11]1[c:6]([C:4](=[O:5])[c:19]2[c:18]([O:17][CH3:16])[cH:23][cH:22][c:21]([O:24][CH3:25])[cH:20]2)[cH:7][cH:8][cH:9][cH:10]1. Reactants: [Ag+2], O=C([O-])[O-], OC1(COCc2ccccc2)OC(COCc2ccccc2)C(OCc2ccccc2)C1OCc1ccccc1, OC1OC(COCc2ccccc2)C(OCc2ccccc2)C(OCc2ccccc2)C1OCc1ccccc1, CCOCC, O=C(CO)C(O)C(O)C(O)CO, c1ccccc1, c1ccccc1. Yields the product c1ccc(COCC2OC(OC3(COCc4ccccc4)OC(COCc4ccccc4)C(OCc4ccccc4)C3OCc3ccccc3)C(OCc3ccccc3)C(OCc3ccccc3)C2OCc2ccccc2)cc1. RXN SMILES: [Ag+2:114].[C:110](=[O:111])([O-:112])[O-:113].[CH2:1]([c:2]1[cH:3][cH:4][cH:5][cH:6][cH:7]1)[O:8][CH2:9][C:10]1([OH:11])[CH:12]([O:13][CH2:14][c:15]2[cH:16][cH:17][cH:18][cH:19][cH:20]2)[CH:21]([O:22][CH2:23][c:24]2[cH:25][cH:26][cH:27][cH:28][cH:29]2)[CH:30]([CH2:32][O:33][CH2:34][c:35]2[cH:36][cH:37][cH:38][cH:39][cH:40]2)[O:31]1.[CH2:41]([c:42]1[cH:43][cH:44][cH:45][cH:46][cH:47]1)[O:48][CH:49]1[CH:50]([OH:51])[O:52][CH:53]([CH2:72][O:73][CH2:74][c:75]2[cH:76][cH:77][cH:78][cH:79][cH:80]2)[CH:54]([O:64][CH2:65][c:66]2[cH:67][cH:68][cH:69][cH:70][cH:71]2)[CH:55]1[O:56][CH2:57][c:58]1[cH:59][cH:60][cH:61][cH:62][cH:63]1.[CH2:81]([O:82][CH2:83][CH3:84])[CH3:85].[OH:92][CH2:93][C:94]([CH:95]([CH:96]([CH:97]([CH2:98][OH:99])[OH:100])[OH:101])[OH:102])=[O:103].[cH:104]1[cH:105][cH:106][cH:107][cH:108][cH:109]1.[cH:86]1[cH:87][cH:88][cH:89][cH:90][cH:91]1>>[CH2:1]([c:2]1[cH:3][cH:4][cH:5][cH:6][cH:7]1)[O:8][CH2:9][C:10]1([O:11][CH:50]2[CH:49]([O:48][CH2:41][c:42]3[cH:43][cH:44][cH:45][cH:46][cH:47]3)[CH:55]([O:56][CH2:57][c:58]3[cH:59][cH:60][cH:61][cH:62][cH:63]3)[CH:54]([O:64][CH2:65][c:66]3[cH:67][cH:68][cH:69][cH:70][cH:71]3)[CH:53]([CH2:72][O:73][CH2:74][c:75]3[cH:76][cH:77][cH:78][cH:79][cH:80]3)[O:52]2)[CH:12]([O:13][CH2:14][c:15]2[cH:16][cH:17][cH:18][cH:19][cH:20]2)[CH:21]([O:22][CH2:23][c:24]2[cH:25][cH:26][cH:27][cH:28][cH:29]2)[CH:30]([CH2:32][O:33][CH2:34][c:35]2[cH:36][cH:37][cH:38][cH:39][cH:40]2)[O:31]1. Reactants: ClC=1C=NC=C(C1SC1=C(C=C(S1)C(=O)O)[N+](=O)[O-])Cl (5-[(3,5-dichloro-4-pyridyl)sulfanyl]-4-nitro-thiophene-2-carboxylic acid), CC=1N=C(SC1C)N (4,5-dimethyl-thiazol-2-amine). Product: ClC=1C=NC=C(C1SC1=C(C=C(S1)C(=O)NC=1SC(=C(N1)C)C)[N+](=O)[O-])Cl (5-((3,5-dichloropyridin-4-yl)thio)-N-(4,5-dimethylthiazol-2-yl)-4-nitrothiophene-2-carboxamide), solid. Isolated yield 3.0%. RXN SMILES: [Cl:1][C:2]1[CH:3]=[N:4][CH:5]=[C:6]([Cl:20])[C:7]=1[S:8][C:9]1[S:13][C:12]([C:14]([OH:16])=O)=[CH:11][C:10]=1[N+:17]([O-:19])=[O:18].[CH3:21][C:22]1[N:23]=[C:24]([NH2:28])[S:25][C:26]=1[CH3:27]>>[Cl:20][C:6]1[CH:5]=[N:4][CH:3]=[C:2]([Cl:1])[C:7]=1[S:8][C:9]1[S:13][C:12]([C:14]([NH:28][C:24]2[S:25][C:26]([CH3:27])=[C:22]([CH3:21])[N:23]=2)=[O:16])=[CH:11][C:10]=1[N+:17]([O-:19])=[O:18]. Procedure: Prepared according to the procedure described for example 70 from 5-[(3,5-dichloro-4-pyridyl)sulfanyl]-4-nitro-thiophene-2-carboxylic acid (200 mg, 0.57 mmol) and 4,5-dimethyl-thiazol-2-amine (87 mg, 0.68 mmol). The title compound was obtained as a yellow solid (8 mg, 3% yield). 1H NMR (400 MHz, d6-DMSO) δ: 12.85 (1H, m), 9.01 (2H, m), 2.08 (6H, m). MS m/z: 459.03, 461.02 [M+H]+. The reactants are BrC1=CN=CC2=CC=CC=C12 (4-bromoisoquinoline), N (ammonia). The reagents and catalysts are O.O.O.O.O.S(=O)(=O)([O-])[O-].[Cu+2] (copper(II) sulfate pentahydrate). Run in O1CCOCC1 (1,4-dioxane). Run at temperature 165 celsius, time 21 hour. The product is NC1=CN=CC2=CC=CC=C12 (4-aminoisoquinoline). As a reaction SMILES: Br[C:2]1[C:11]2[C:6](=[CH:7][CH:8]=[CH:9][CH:10]=2)[CH:5]=[N:4][CH:3]=1.[NH3:12]>O.O.O.O.O.S([O-])([O-])(=O)=O.[Cu+2].O1CCOCC1>[NH2:12][C:2]1[C:11]2[C:6](=[CH:7][CH:8]=[CH:9][CH:10]=2)[CH:5]=[N:4][CH:3]=1 |f:2.3.4.5.6.7.8|. Procedure: A suspension of 4-bromoisoquinoline (25.0 g), copper(II) sulfate pentahydrate (30.4 g, Nacalai Tesque), 28% aqueous ammonia (100 ml) and 1,4-dioxane (100 ml) was stirred in a sealed tube at 165° C. for 21 hours. The reaction mixture was cooled to room temperature, the insoluble matters were removed by filtration through Celite, and the filtrate was extracted twice with ethyl acetate (150 ml for each time). The organic layer was dried over anhydrous sodium sulfate, and then the solvent was evapor... The reactants are NC=1C=C(CNC(=O)C2(CC2)C(F)(F)F)C=CC1Cl (N-(3-amino-4-chlorobenzyl)-1-(trifluoromethyl)cyclopropane carboxamide), C1=CN(C=N1)C(=S)N2C=CN=C2 (TCDI). Run in C(Cl)Cl (DCM), C(Cl)Cl (DCM). Run at time 12 hour. Product: ClC1=C(C=C(CNC(=O)C2(CC2)C(F)(F)F)C=C1)N=C=S (N-(4-Chloro-3-isothiocyanatobenzyl)-1-(trifluoromethyl)cyclopropane carboxamide). Reaction SMILES: [NH2:1][C:2]1[CH:3]=[C:4]([CH:16]=[CH:17][C:18]=1[Cl:19])[CH2:5][NH:6][C:7]([C:9]1([C:12]([F:15])([F:14])[F:13])[CH2:11][CH2:10]1)=[O:8].C1N=CN([C:25](N2C=NC=C2)=[S:26])C=1>C(Cl)Cl>[Cl:19][C:18]1[CH:17]=[CH:16][C:4]([CH2:5][NH:6][C:7]([C:9]2([C:12]([F:13])([F:14])[F:15])[CH2:10][CH2:11]2)=[O:8])=[CH:3][C:2]=1[N:1]=[C:25]=[S:26]. Procedure: A solution of N-(3-amino-4-chlorobenzyl)-1-(trifluoromethyl)cyclopropane carboxamide (5.21 g; 17.79 mmol) in DCM (40 mL) was added to a solution of TCDI (3.80 g; 21.34 mmol) in DCM (30 mL) at 0° C. After 12 h at rt, the mixture was concentrated and the residue was purified by column chromatography to give the sub-title compound. Yield: 5.00 g (84%). Starting materials: C(C)(C)(C)OC(COC1=CC(=CC=C1)CN(CC1=CC=C(C=C1)C=1SC=CN1)S(=O)(=O)C1=CC=C(C=C1)OC)=O ((3-{[(4-methoxy-benzenesulfonyl)-(4-thiazol-2-yl-benzyl)-amino]-methyl}-phenoxy)-acetic acid tert-butyl ester), C(=O)(C(F)(F)F)O (TFA). Solvent: C(Cl)Cl (CH2Cl2). Conditions: time 1 hour. The product is COC1=CC=C(C=C1)S(=O)(=O)N(CC1=CC=C(C=C1)C=1SC=CN1)CC=1C=C(OCC(=O)O)C=CC1 ((3-{[(4-Methoxy-benzenesulfonyl)-(4-thiazol-2-yl-benzyl)-amino]-methyl}-phenoxy)-acetic acid). As a reaction SMILES: C([O:5][C:6](=[O:40])[CH2:7][O:8][C:9]1[CH:14]=[CH:13][CH:12]=[C:11]([CH2:15][N:16]([S:29]([C:32]2[CH:37]=[CH:36][C:35]([O:38][CH3:39])=[CH:34][CH:33]=2)(=[O:31])=[O:30])[CH2:17][C:18]2[CH:23]=[CH:22][C:21]([C:24]3[S:25][CH:26]=[CH:27][N:28]=3)=[CH:20][CH:19]=2)[CH:10]=1)(C)(C)C.C(O)(C(F)(F)F)=O>C(Cl)Cl>[CH3:39][O:38][C:35]1[CH:34]=[CH:33][C:32]([S:29]([N:16]([CH2:15][C:11]2[CH:10]=[C:9]([CH:14]=[CH:13][CH:12]=2)[O:8][CH2:7][C:6]([OH:40])=[O:5])[CH2:17][C:18]2[CH:19]=[CH:20][C:21]([C:24]3[S:25][CH:26]=[CH:27][N:28]=3)=[CH:22][CH:23]=2)(=[O:30])=[O:31])=[CH:37][CH:36]=1. Reported procedure: To a solution of (3-{[(4-methoxy-benzenesulfonyl)-(4-thiazol-2-yl-benzyl)-amino]-methyl}-phenoxy)-acetic acid tert-butyl ester of Step A in CH2Cl2 (2 mL) at 0° C. was added cold TFA (1 mL) and the reaction was stirred at room temperature for 1 h. The reaction was concentrated using a stream of nitrogen. Additional CH2Cl2 (1 mL) was added and the solution was concentrated using a stream of nitrogen. This procedure was repeated and the residue was dried in vacuo to provide the title compound (24.6... Reactants: C12C(C3CC(CC(C1)C3)C2)OC(=O)NC(CC2=CNC3=CC=CC=C23)(C(=O)O)C (2-adamantyloxycarbonyl-α-methyl-DL-tryptophan), ON1N=NC2=C1C=CC=C2 (1-hydroxybenzotriazole), NCCC1=NC=CC=C1 ((2-aminoethyl)pyridine), Cl.CN(CCCN=C=NCC)C (1-(3-dimethylaminopropyl)-3-ethylcarbodiimide hydrochloride). Solvent: C(C)(=O)OCC (ethyl acetate), CN(C=O)C (N,N-dimethylformamide), C(C)(=O)OCC (ethyl acetate). Run at time 2 hour. Yields the product N1C=C(C2=CC=CC=C12)CC(C(NCCC1=NC=CC=C1)=O)(C)NC(OC1C2CC3CC(CC1C3)C2)=O (Tricyclo[3.3.1.13,7 ]dec-2-yl (±)-[1-(1H-indol-3-ylmethyl)-1-methyl-2-oxo-2-[[2-(2-pyridinyl)ethyl]amino]ethyl]carbamate). Yield: 72186.0%. As a reaction SMILES: [CH:1]12[CH2:10][CH:5]3[CH2:6][CH:7]([CH2:9][CH:3]([CH2:4]3)[CH:2]1[O:11][C:12]([NH:14][C:15]([CH3:29])([C:26]([OH:28])=O)[CH2:16][C:17]1[C:25]3[C:20](=[CH:21][CH:22]=[CH:23][CH:24]=3)[NH:19][CH:18]=1)=[O:13])[CH2:8]2.ON1C2C=CC=CC=2N=N1.Cl.CN(C)CCCN=C=NCC.[NH2:52][CH2:53][CH2:54][C:55]1[CH:60]=[CH:59][CH:58]=[CH:57][N:56]=1>C(OCC)(=O)C.CN(C)C=O>[NH:19]1[C:20]2[C:25](=[CH:24][CH:23]=[CH:22][CH:21]=2)[C:17]([CH2:16][C:15]([NH:14][C:12](=[O:13])[O:11][CH:2]2[CH:3]3[CH2:4][CH:5]4[CH2:6][CH:7]([CH2:8][CH:1]2[CH2:10]4)[CH2:9]3)([CH3:29])[C:26](=[O:28])[NH:52][CH2:53][CH2:54][C:55]2[CH:60]=[CH:59][CH:58]=[CH:57][N:56]=2)=[CH:18]1 |f:2.3|. Procedure: To a solution of 2-adamantyloxycarbonyl-α-methyl-DL-tryptophan (0.400 g, 1.01 mmol) in ethyl acetate (6 mL) and N,N-dimethylformamide (4 mL) under nitrogen atmosphere was added 1-hydroxybenzotriazole (0.138 g, 1.02 mmol) followed by 1-(3-dimethylaminopropyl)-3-ethylcarbodiimide hydrochloride (0.198 g, 1.03 mmol). This mixture was stirred 2 hours and 2 (2-aminoethyl)pyridine (0.16 mL, 1.3 mmol) was added. After stirring an additional 18 hours, the resulting mixture was diluted with ethyl acetate ... Starting materials: C(C)S(=O)(=O)CCC(=O)NNC(=O)N1C2=C(OC3=C(C1)C=CC=C3)C=CC(=C2)[N+](=O)[O-] (8-nitrodibenz[b,f][1,4]oxazepine-10(11 H)-carboxylic acid, 2-[3-(ethylsulfonyl)-1-oxopropyl]hydrazide), [H][H] (hydrogen). The reagents and catalysts are [Pd] (palladium on carbon). Solvent: O1CCCC1 (tetrahydrofuran). Yields the product C(C)S(=O)(=O)CCC(=O)NNC(=O)N1C2=C(OC3=C(C1)C=CC=C3)C=CC(=C2)N (8-aminodibenz[b,f][1,4]oxazepine-10(11 H)-carboxylic acid, 2-[3-(ethylsulfonyl)-1-oxopropyl]hydrazide). RXN SMILES: [CH2:1]([S:3]([CH2:6][CH2:7][C:8]([NH:10][NH:11][C:12]([N:14]1[CH2:20][C:19]2[CH:21]=[CH:22][CH:23]=[CH:24][C:18]=2[O:17][C:16]2[CH:25]=[CH:26][C:27]([N+:29]([O-])=O)=[CH:28][C:15]1=2)=[O:13])=[O:9])(=[O:5])=[O:4])[CH3:2].[H][H]>O1CCCC1.[Pd]>[CH2:1]([S:3]([CH2:6][CH2:7][C:8]([NH:10][NH:11][C:12]([N:14]1[CH2:20][C:19]2[CH:21]=[CH:22][CH:23]=[CH:24][C:18]=2[O:17][C:16]2[CH:25]=[CH:26][C:27]([NH2:29])=[CH:28][C:15]1=2)=[O:13])=[O:9])(=[O:5])=[O:4])[CH3:2]. Procedure: A solution of the title compound of Example 10 (4.0 g) in tetrahydrofuran (250 mL) was shaken in a Parr Hydrogenator at 38 psi hydrogen over 5% palladium on carbon for 18 hours. The catalyst was filtered from the reaction, and the solution was evaporated under vacuum. Crystallization of the residue from ethanol (3A) yielded the title compound as a yellow solid. Recrystallization of this from ethanol (3A) yielded the pure title compound as yellow crystals. Mp: 172°-179° C.